From a dataset of the Open Reaction Database (ORD), a public repository of structured organic reaction records. describe an organic reaction: reactants, conditions, products, and yield The reactants are NCC1CC1, ClCCl, CCOC(=O)c1ccc(N=C=O)cc1. Yields the product CCOC(=O)c1ccc(NC(=O)NCC2CC2)cc1. As a reaction SMILES: [CH:1]1([CH2:4][NH2:5])[CH2:2][CH2:3]1.[Cl:20][CH2:21][Cl:22].[N:6](=[C:7]=[O:8])[c:9]1[cH:10][cH:11][c:12]([C:13](=[O:14])[O:15][CH2:16][CH3:17])[cH:18][cH:19]1>>[CH:1]1([CH2:4][NH:5][C:7]([NH:6][c:9]2[cH:10][cH:11][c:12]([C:13](=[O:14])[O:15][CH2:16][CH3:17])[cH:18][cH:19]2)=[O:8])[CH2:2][CH2:3]1. Reactants: CCOC(=O)c1cc([N+](=O)[O-])ccc1OCCN(CC)CC, CO, CCOC(C)=O, ClCCl, N. Product: CCOC(=O)c1cc(N)ccc1OCCN(CC)CC. Reaction SMILES: [CH2:1]([CH3:2])[N:3]([CH2:4][CH2:5][O:6][c:7]1[c:8]([C:9](=[O:10])[O:11][CH2:12][CH3:13])[cH:14][c:15]([N+:18]([O-:19])=[O:20])[cH:16][cH:17]1)[CH2:21][CH3:22].[CH3:24][OH:25].[CH3:29][CH2:30][O:31][C:32](=[O:33])[CH3:34].[Cl:26][CH2:27][Cl:28].[NH3:23]>>[CH2:1]([CH3:2])[N:3]([CH2:4][CH2:5][O:6][c:7]1[c:8]([C:9](=[O:10])[O:11][CH2:12][CH3:13])[cH:14][c:15]([NH2:18])[cH:16][cH:17]1)[CH2:21][CH3:22].